From a dataset of the Open Reaction Database (ORD), a public repository of structured organic reaction records. describe an organic reaction: reactants, conditions, products, and yield Starting materials: C([O-])([O-])=O.[K+].[K+] (potassium carbonate), ClC1=C(C(=O)OC2=CC=C(C=C2)[N+](=O)[O-])C(=CC=C1)OC1=NC(=NC(=N1)OC)OC (4-nitrophenyl 2-chloro-6-(4,6-dimethoxy-1,3,5-triazin-2-yloxy)benzoate), CS(=O)(=O)N (methanesulfonamide). Solvent: C(C)#N (acetonitrile). Yields the product ClC=1C(=C(OC2=NC(=NC(=N2)OC)OC)C=CC1)C(=O)NS(=O)(=O)C (2-[3-chloro-2-(methylsulfonylaminocarbonyl)phenoxy]-4,6-dimethoxy-1,3,5-triazine), Compound 38. As a reaction SMILES: [Cl:1][C:2]1[CH:19]=[CH:18][CH:17]=[C:16]([O:20][C:21]2[N:26]=[C:25]([O:27][CH3:28])[N:24]=[C:23]([O:29][CH3:30])[N:22]=2)[C:3]=1[C:4](OC1C=CC([N+]([O-])=O)=CC=1)=[O:5].[CH3:31][S:32]([NH2:35])(=[O:34])=[O:33].C(=O)([O-])[O-].[K+].[K+]>C(#N)C>[Cl:1][C:2]1[C:3]([C:4]([NH:35][S:32]([CH3:31])(=[O:34])=[O:33])=[O:5])=[C:16]([CH:17]=[CH:18][CH:19]=1)[O:20][C:21]1[N:26]=[C:25]([O:27][CH3:28])[N:24]=[C:23]([O:29][CH3:30])[N:22]=1 |f:2.3.4|. Procedure: This compound is prepared in a manner analogous to that of Example 1, Step I, using equimolar amounts of 4-nitrophenyl 2-chloro-6-(4,6-dimethoxy-1,3,5-triazin-2-yloxy)benzoate, methanesulfonamide, and potassium carbonate in acetonitrile to yield 2-[3-chloro-2-(methylsulfonylaminocarbonyl)phenoxy]-4,6-dimethoxy-1,3,5-triazine, Compound 38 of Table 1. The reactants are BrC1=CC=C(CBr)C=C1 (4-Bromobenzyl bromide), C1(=CC=CC=C1)C1NCCCC1 (2-Phenylpiperidine), C(C)#N (acetonitrile), C([O-])([O-])=O.[K+].[K+] (potassium carbonate). Run at time 8 hour. The product is BrC1=CC=C(CN2CC(CCC2)C2=CC=CC=C2)C=C1 (1-(4-Bromo-benzyl)-3-phenyl-piperidine). The yield is 54.0%. As a reaction SMILES: [Br:1][C:2]1[CH:9]=[CH:8][C:5]([CH2:6]Br)=[CH:4][CH:3]=1.[C:10]1([CH:16]2[CH2:21][CH2:20][CH2:19]CN2)[CH:15]=[CH:14][CH:13]=[CH:12][CH:11]=1.C(=O)([O-])[O-].[K+].[K+].[C:28](#[N:30])C>>[Br:1][C:2]1[CH:9]=[CH:8][C:5]([CH2:6][N:30]2[CH2:19][CH2:20][CH2:21][CH:16]([C:10]3[CH:11]=[CH:12][CH:13]=[CH:14][CH:15]=3)[CH2:28]2)=[CH:4][CH:3]=1 |f:2.3.4|. Reported procedure: 5.632 g of 4-Bromobenzyl bromide and 2.422 g of 2-Phenylpiperidine (Array) in 50 mL of acetonitrile were stirred at room temperature and 6.229 g of potassium carbonate was added. The reaction was stirred at room temperature overnight. The solution was filtered through Celite and concentrated in vacuo to afford a brown solid. Purification was done by flash chromatography to afford product. Wt:0.908 g, 54% yield. Reactants: CP(OC)(=O)OC (dimethyl methanephosphonate), C(C=C)(=O)OC (methyl acrylate), COC (dimethyl ether). The solvent is CO (methanol). Yields the product COP(=O)(CCC(=O)OC)C (Methyl 3-(methoxy-methylphosphinyl)propionate). Isolated yield 97.7%. Reaction SMILES: [CH3:1][P:2]([O:6][CH3:7])(=[O:5])OC.[C:8]([O:12][CH3:13])(=[O:11])[CH:9]=[CH2:10].COC>CO>[CH3:7][O:6][P:2]([CH3:1])([CH2:10][CH2:9][C:8]([O:12][CH3:13])=[O:11])=[O:5]. Procedure details: 80 g of methanol are mixed at room temperature under nitrogen with 216 g of dimethyl methanephosphonate and the mixture is treated dropwise at room temperature with 172 g of methyl acrylate, the temperature rising to 70° C. At the end of the dropwise addition the mixture is further stirred for 1 hour, at the end of which period about 90 g of dimethyl ether have separated in a fitted cooling trap. Excess methanol used as solvent is then removed by vacuum distillation. The crude product is obtaine... The reactants are CC(=O)[O-], CC(=O)[O-], CCCCCCCCCCCC#N, CCCCO, [Cd+2], NCCO, N, O, O. The product is CCCCCCCCCCCC1=NCCO1. RXN SMILES: [C:21]([O-:22])(=[O:23])[CH3:24].[C:26]([O-:27])(=[O:28])[CH3:29].[CH2:1]([CH2:2][CH2:3][CH2:4][CH2:5][CH2:6][CH2:7][CH2:8][CH2:9][CH2:10][CH3:11])[C:12]#[N:13].[CH2:30]([OH:31])[CH2:32][CH2:33][CH3:34].[Cd+2:25].[NH2:14][CH2:15][CH2:16][OH:17].[NH3:18].[OH2:19].[OH2:20]>>[CH2:1]([CH2:2][CH2:3][CH2:4][CH2:5][CH2:6][CH2:7][CH2:8][CH2:9][CH2:10][CH3:11])[C:12]1=[N:13][CH2:15][CH2:16][O:17]1. Starting materials: ClC=1C2=C(N=C(N1)N)N(N=N2)CC2=CC(=C(C(=C2)OC)OC)OC (7-chloro-3-(3,4,5-trimethoxy-benzyl)-3H-[1,2,3]triazolo[4,5-d]pyrimidin-5-ylamine), C1CC(=O)N(C1=O)Br (NBS). Product: ClC=1C2=C(N=C(N1)N)N(N=N2)CC2=C(C(=C(C(=C2)OC)OC)OC)Br (7-chloro-3-(2-bromo-3,4,5-trimethoxy-benzyl)-3H-[1,2,3]triazolo[4,5-d]pyrimidin-5-ylamine). As a reaction SMILES: [Cl:1][C:2]1[C:3]2[N:11]=[N:10][N:9]([CH2:12][C:13]3[CH:18]=[C:17]([O:19][CH3:20])[C:16]([O:21][CH3:22])=[C:15]([O:23][CH3:24])[CH:14]=3)[C:4]=2[N:5]=[C:6]([NH2:8])[N:7]=1.C1C(=O)N([Br:32])C(=O)C1>>[Cl:1][C:2]1[C:3]2[N:11]=[N:10][N:9]([CH2:12][C:13]3[CH:14]=[C:15]([O:23][CH3:24])[C:16]([O:21][CH3:22])=[C:17]([O:19][CH3:20])[C:18]=3[Br:32])[C:4]=2[N:5]=[C:6]([NH2:8])[N:7]=1. Reported procedure: Bromination of 7-chloro-3-(3,4,5-trimethoxy-benzyl)-3H-[1,2,3]triazolo[4,5-d]pyrimidin-5-ylamine) with NBS (1.5 equivalents) was done following the general procedure 3 to give the title compound: HPLC RT was 6.541 min. 1HNMR (CDCl3): δ 6.52 (s, 1H), 5.74(s, 2H), 5.46 (s, 2H), 3.93 (s, 3H), 3.89 (s, 3H), 3.76 (s, 3H).